From a dataset of the Open Reaction Database (ORD), a public repository of structured organic reaction records. describe an organic reaction: reactants, conditions, products, and yield The reactants are C(C1=CC=CC=C1)N1C(NCC1=O)=O (3-Benzylimidazolidine-2,4-dione), N(=C=O)CCCCCC (1-isocyanatohexane). Product: C(C1=CC=CC=C1)N1C(NCC1=O)=O.C(CCCCC)C(=O)N (3-Benzyl-2,4-dioxoimidazolidine 1-hexylcarboxamide). Reaction SMILES: [CH2:1]([N:8]1[C:12](=[O:13])[CH2:11][NH:10][C:9]1=[O:14])[C:2]1[CH:7]=[CH:6][CH:5]=[CH:4][CH:3]=1.N(CCCCCC)=C=[O:17]>>[CH2:1]([N:8]1[C:12](=[O:13])[CH2:11][NH:10][C:9]1=[O:14])[C:2]1[CH:3]=[CH:4][CH:5]=[CH:6][CH:7]=1.[CH2:2]([C:1]([NH2:8])=[O:17])[CH2:3][CH2:4][CH2:5][CH2:6][CH3:7] |f:2.3|. Procedure details: 3-Benzylimidazolidine-2,4-dione (100 mg, 0.526 mmol) and 1-isocyanatohexane (80.2 mg, 0.63 mmol) were reacted in analogy to example 1. Yield: 19.3 mg (12%), M+H+: 318.15. Reactants: IC1=CN(C2=C1C(=NC=C2)OC)C2CCOCC2 (3-iodo-4-methoxy-1-(tetrahydro-2H-pyran-4-yl)-1H-pyrrolo[3,2-c]pyridine), C(#N)CC1=CC=C(C=C1)B(O)O ((4-(cyanomethyl)phenyl)boronic acid), C([O-])([O-])=O.[K+].[K+] (potassium carbonate). Reagents/catalysts: C=1C=CC(=CC1)[P](C=2C=CC=CC2)(C=3C=CC=CC3)[Pd]([P](C=4C=CC=CC4)(C=5C=CC=CC5)C=6C=CC=CC6)([P](C=7C=CC=CC7)(C=8C=CC=CC8)C=9C=CC=CC9)[P](C=1C=CC=CC1)(C=1C=CC=CC1)C=1C=CC=CC1 (tetrakis(triphenylphosphine)palladium(0)). The solvent is CN(C)C=O (DMF), O (water), O (water). Conditions: temperature 130 celsius, time 1 hour. The product is COC1=NC=CC2=C1C(=CN2C2CCOCC2)C2=CC=C(C=C2)CC#N ((4-(4-methoxy-1-(tetrahydro-2H-pyran-4-yl)-1H-pyrrolo[3,2-c]pyridin-3-yl)phenyl)acetonitrile). The yield is 61.9%. Reaction SMILES: I[C:2]1[C:6]2[C:7]([O:11][CH3:12])=[N:8][CH:9]=[CH:10][C:5]=2[N:4]([CH:13]2[CH2:18][CH2:17][O:16][CH2:15][CH2:14]2)[CH:3]=1.[C:19]([CH2:21][C:22]1[CH:27]=[CH:26][C:25](B(O)O)=[CH:24][CH:23]=1)#[N:20].C(=O)([O-])[O-].[K+].[K+]>CN(C=O)C.O.C1C=CC([P]([Pd]([P](C2C=CC=CC=2)(C2C=CC=CC=2)C2C=CC=CC=2)([P](C2C=CC=CC=2)(C2C=CC=CC=2)C2C=CC=CC=2)[P](C2C=CC=CC=2)(C2C=CC=CC=2)C2C=CC=CC=2)(C2C=CC=CC=2)C2C=CC=CC=2)=CC=1>[CH3:12][O:11][C:7]1[C:6]2[C:2]([C:25]3[CH:26]=[CH:27][C:22]([CH2:21][C:19]#[N:20])=[CH:23][CH:24]=3)=[CH:3][N:4]([CH:13]3[CH2:18][CH2:17][O:16][CH2:15][CH2:14]3)[C:5]=2[CH:10]=[CH:9][N:8]=1 |f:2.3.4,^1:46,48,67,86|. Procedure: To a solution of 3-iodo-4-methoxy-1-(tetrahydro-2H-pyran-4-yl)-1H-pyrrolo[3,2-c]pyridine (20.0 mg) obtained in Step A of Example 16 in DMF (2 mL)/water (0.20 mL) were added (4-(cyanomethyl)phenyl)boronic acid (13.5 mg), tetrakis(triphenylphosphine)palladium(0) (6.45 mg) and potassium carbonate (15.4 mg). The reaction mixture was stirred under microwave irradiation at 130° C. for 1 hr. The reaction mixture was diluted with water, and the mixture was extracted with ethyl acetate. The organic layer... Reactants: COC1=C(C(=O)N2[C@@H](C(N(C3=CC=C(C=C23)F)CC)=O)CC)C=CC(=C1)OC ((3R)-4-(2,4-dimethoxybenzoyl)-1,3-diethyl-6-fluoro-3,4-dihydroquinoxalin-2(1H)-one), C(C)[C@@H]1C(N(C2=CC(=CC=C2N1C(C1=CC=C(C=C1)O)=O)F)C)=O ((3R)-3-ethyl-7-fluoro-4-(4-hydroxybenzoyl)-1-methyl-3,4-dihydroquinoxalin-2(1H)-one). Product: OC1=C(C(=O)N2[C@@H](C(N(C3=CC=C(C=C23)F)CC)=O)CC)C=CC(=C1)O ((3R)-4-(2,4-dihydroxybenzoyl)-1,3-diethyl-6-fluoro-3,4-dihydroquinoxalin-2(1H)-one). The yield is 31.0%. As a reaction SMILES: C[O:2][C:3]1[CH:26]=[C:25]([O:27]C)[CH:24]=[CH:23][C:4]=1[C:5]([N:7]1[C:16]2[C:11](=[CH:12][CH:13]=[C:14]([F:17])[CH:15]=2)[N:10]([CH2:18][CH3:19])[C:9](=[O:20])[C@H:8]1[CH2:21][CH3:22])=[O:6].C([C@H]1N(C(=O)C2C=CC(O)=CC=2)C2C(=CC(F)=CC=2)N(C)C1=O)C>>[OH:2][C:3]1[CH:26]=[C:25]([OH:27])[CH:24]=[CH:23][C:4]=1[C:5]([N:7]1[C:16]2[C:11](=[CH:12][CH:13]=[C:14]([F:17])[CH:15]=2)[N:10]([CH2:18][CH3:19])[C:9](=[O:20])[C@H:8]1[CH2:21][CH3:22])=[O:6]. Reported procedure: (3R)-4-(2,4-dimethoxybenzoyl)-1,3-diethyl-6-fluoro-3,4-dihydroquinoxalin-2(1H)-one was treated according to the procedure for the preparation of (3R)-3-ethyl-7-fluoro-4-(4-hydroxybenzoyl)-1-methyl-3,4-dihydroquinoxalin-2(1H)-one (see Example 1) to yield (3R)-4-(2,4-dihydroxybenzoyl)-1,3-diethyl-6-fluoro-3,4-dihydroquinoxalin-2(1H)-one (31%). MS (ESI) m/z 359 ([M+H]+); MS (ESI) m/z 357 ([M−H]−); HRMS: calcd for C19H19FN2O4, 358.1329; found (ESI_FT), 359.13972. The reagents and catalysts are [Zn] (zinc). RXN SMILES: ClC(Cl)(Cl)C[O:4][C:5]([C@@H:7]1[CH2:12][CH2:11][CH2:10][N:9]([C:13](=[O:49])[C@@H:14]([NH:30][C:31](=[O:48])[C@@H:32]([NH:36][C:37](=[O:47])[C@H:38]([CH3:46])[C@H:39]([O:44][CH3:45])[CH2:40][CH2:41][CH:42]=[CH2:43])[CH:33]([CH3:35])[CH3:34])[CH2:15][C:16]2[CH:21]=[CH:20][CH:19]=[C:18]([O:22][Si:23]([C:26]([CH3:29])([CH3:28])[CH3:27])([CH3:25])[CH3:24])[CH:17]=2)[NH:8]1)=[O:6].C([O-])(=O)C.[NH4+]>O1CCCC1.O.[Zn]>[C:26]([Si:23]([CH3:25])([CH3:24])[O:22][C:18]1[CH:17]=[C:16]([CH2:15][C@H:14]([NH:30][C:31](=[O:48])[C@@H:32]([NH:36][C:37](=[O:47])[C@H:38]([CH3:46])[C@H:39]([O:44][CH3:45])[CH2:40][CH2:41][CH:42]=[CH2:43])[CH:33]([CH3:34])[CH3:35])[C:13]([N:9]2[CH2:10][CH2:11][CH2:12][C@@H:7]([C:5]([OH:6])=[O:4])[NH:8]2)=[O:49])[CH:21]=[CH:20][CH:19]=1)([CH3:28])([CH3:27])[CH3:29] |f:1.2|. Yield: 102.3%. Run in O (water), O1CCCC1 (tetrahydrofuran). Run at time 24 hour. Procedure details: To a solution of (S)-1-{(S)-3-[3-(tert-butyl-dimethyl-silanyloxy)-phenyl]-2-[(S)-2-((2R,3R)-3-methoxy-2-methyl-hept-6-enoylamino)-3-methyl-butyrylamino]-propionyl}-hexahydro-pyridazine-3-carboxylic acid 2,2,2-trichloro-ethyl ester (560 mg, 0.71 mmol) in tetrahydrofuran (16 mL) was added zinc dust (1.0 g, 15.6 mmol) followed by a solution of ammonium acetate (817 mg, 10.6 mmol) in water (7 mL). The reaction mixture was stirred vigorously at room temperature for 24 hours. The reaction mixture was ... The reactants are C(C)(=O)[O-].[NH4+] (ammonium acetate), ClC(COC(=O)[C@H]1NN(CCC1)C([C@H](CC1=CC(=CC=C1)O[Si](C)(C)C(C)(C)C)NC([C@H](C(C)C)NC([C@@H]([C@@H](CCC=C)OC)C)=O)=O)=O)(Cl)Cl ((S)-1-{(S)-3-[3-(tert-butyl-dimethyl-silanyloxy)-phenyl]-2-[(S)-2-((2R,3R)-3-methoxy-2-methyl-hept-6-enoylamino)-3-methyl-butyrylamino]-propionyl}-hexahydro-pyridazine-3-carboxylic acid 2,2,2-trichloro-ethyl ester). Yields the product C(C)(C)(C)[Si](OC=1C=C(C=CC1)C[C@@H](C(=O)N1N[C@@H](CCC1)C(=O)O)NC([C@H](C(C)C)NC([C@@H]([C@@H](CCC=C)OC)C)=O)=O)(C)C ((S)-1-{(S)-3-[3-(tert-butyl-dimethyl-silanyloxy)-phenyl]-2-[(S)-2-((2R,3R)-3-methoxy-2-methyl-hept-6-enoylamino)-3-methyl-butyrylamino]-propionyl}-hexahydro-pyridazine-3-carboxylic acid).